From a dataset of the Open Reaction Database (ORD), a public repository of structured organic reaction records. describe an organic reaction: reactants, conditions, products, and yield Yields the product C1(=CC=CC=C1)C(C(=O)O)N(C(C(C)C)=O)CC(OC)OC (2-phenyl-2-[N-(2,2-dimethoxyethyl)-2-methylpropanamido]acetic acid). Reaction SMILES: [C:1]1([CH:7]([N:12]([CH2:18][CH:19]([O:22][CH3:23])[O:20][CH3:21])[C:13](=[O:17])[CH:14]([CH3:16])[CH3:15])[C:8]([O:10]C)=[O:9])[CH:6]=[CH:5][CH:4]=[CH:3][CH:2]=1.[OH-].[Na+]>CO.O>[C:1]1([CH:7]([N:12]([CH2:18][CH:19]([O:22][CH3:23])[O:20][CH3:21])[C:13](=[O:17])[CH:14]([CH3:16])[CH3:15])[C:8]([OH:10])=[O:9])[CH:6]=[CH:5][CH:4]=[CH:3][CH:2]=1 |f:1.2|. Reported procedure: A solution of methyl 2-phenyl-2-[N-(2,2-dimethoxyethyl)-2-methylpropanamido]acetate (72.3 g) in methanol (800 ml) was treated with a solution of sodium hydroxide (30 g) in water (200 ml). The mixture was stirred for 2.5 hours and then left to stand at room temperature for 18 hours. It was then concentrated to 500 ml and diluted with water (500 ml), washed with diethyl ether (2×200 ml), cooled to below 10° C., and acidified by treatment with hydrochloric acid (4N), maintaining the temperature bel... Reaction conditions: time 2.5 hour. Starting materials: C1(=CC=CC=C1)C(C(=O)OC)N(C(C(C)C)=O)CC(OC)OC (methyl 2-phenyl-2-[N-(2,2-dimethoxyethyl)-2-methylpropanamido]acetate), [OH-].[Na+] (sodium hydroxide). Run in CO (methanol), O (water). The yield is 97.2%. Reactants: BrC1=NC=C(C=C1C)Br (2,5-dibromo-3-methyl-pyridine), CN([C@H]1CNCC1)C (dimethyl-(R)-pyrrolidin-3-yl-amine), O.C1(=CC=C(C=C1)S(=O)(=O)O)C (p-toluenesulfonic acid monohydrate). Run in CCOC(=O)C (EtOAc). The product is BrC=1C=C(C(=NC1)N1C[C@@H](CC1)N(C)C)C ([(R)-1-(5-Bromo-3-methyl-pyridin-2-yl)-pyrrolidin-3-yl]-dimethyl-amine). Yield: 92.3%. RXN SMILES: Br[C:2]1[C:7]([CH3:8])=[CH:6][C:5]([Br:9])=[CH:4][N:3]=1.[CH3:10][N:11]([CH3:17])[C@@H:12]1[CH2:16][CH2:15][NH:14][CH2:13]1.O.C1(C)C=CC(S(O)(=O)=O)=CC=1>CCOC(C)=O>[Br:9][C:5]1[CH:6]=[C:7]([CH3:8])[C:2]([N:14]2[CH2:15][CH2:16][C@@H:12]([N:11]([CH3:17])[CH3:10])[CH2:13]2)=[N:3][CH:4]=1 |f:2.3|. Procedure: Combine 2,5-dibromo-3-methyl-pyridine (2.00 g, 7.97 mmol) with dimethyl-(R)-pyrrolidin-3-yl-amine (2.40 g, 20.72 mmol) and p-toluenesulfonic acid monohydrate (0.39 g, 2.07 mmol) in a sealed tube and heat at 100° C. overnight. Dilute with EtOAc (100 mL), wash with saturated NaHCO3 (3×40 mL), dry over Na2SO4, filter and concentrate. Purify the crude material by chromatography, eluting with 2% NH3H2O in 1:1 CH3OH:EtOAc to give 2.09 g (99%) of the title compound. LC-MS/ES m/z (79Br) 284.3 [M+H]+.